Dataset: the Open Reaction Database (ORD), a public repository of structured organic reaction records. Task: describe an organic reaction: reactants, conditions, products, and yield Starting materials: [OH-].[Na+] (sodium hydroxide), N1(N=CN=C1)CCCN (1H-1,2,4-triazole-1-propanamine), [OH-].[Na+] (sodium hydroxide), ClC=1C=C(C(=O)Cl)C=CC1Cl (3,4-dichlorobenzoyl chloride). Solvent: C(Cl)Cl (methylene chloride), C(Cl)Cl (methylene chloride). Run at time 8 hour. Yields the product ClC=1C=C(C(=O)NCCCN2N=CN=C2)C=CC1Cl (3,4-Dichloro-N-[3-(1H-1,2,4-triazol-1-yl)propyl]benzamide). As a reaction SMILES: [N:1]1([CH2:6][CH2:7][CH2:8][NH2:9])[CH:5]=[N:4][CH:3]=[N:2]1.[OH-].[Na+].[Cl:12][C:13]1[CH:14]=[C:15]([CH:19]=[CH:20][C:21]=1[Cl:22])[C:16](Cl)=[O:17]>C(Cl)Cl>[Cl:12][C:13]1[CH:14]=[C:15]([CH:19]=[CH:20][C:21]=1[Cl:22])[C:16]([NH:9][CH2:8][CH2:7][CH2:6][N:1]1[CH:5]=[N:4][CH:3]=[N:2]1)=[O:17] |f:1.2|. Reported procedure: A mixture of about 3.78 g of 1H-1,2,4-triazole-1-propanamine and about 33 ml of approximately 1N sodium hydroxide in about 100 ml of methylene chloride was stirred. An about 6.9 g portion of 3,4-dichlorobenzoyl chloride was added, the mixture was stirred about 6 hours, then allowed to stand overnight. An about 10 ml portion of approximately 1N sodium hydroxide and about 100 ml of methylene chloride were added and the mixture was shaken, then allowed to separate. The organic layer was washed with... RXN SMILES: [C:48]([O:49][CH2:50][CH3:51])(=[O:52])[CH3:53].[CH2:1]([CH3:2])[O:3][c:4]1[cH:5][c:6]([CH:12]([CH2:13][S:14](=[O:15])(=[O:16])[CH3:17])[N:18]2[C:19](=[O:31])[c:20]3[cH:21][cH:22][cH:23][c:24]([N+:28]([O-:29])=[O:30])[c:25]3[C:26]2=[O:27])[cH:7][cH:8][c:9]1[O:10][CH3:11].[CH3:32][CH2:33][O:34][C:35](=[O:36])[CH3:37].[CH3:38][CH2:39][CH2:40][CH2:41][CH2:42][CH3:43].[CH3:44][C:45]([CH3:46])=[O:47]>>[CH2:1]([CH3:2])[O:3][c:4]1[cH:5][c:6]([CH:12]([CH2:13][S:14](=[O:15])(=[O:16])[CH3:17])[N:18]2[C:19](=[O:31])[c:20]3[cH:21][cH:22][cH:23][c:24]([NH2:28])[c:25]3[C:26]2=[O:27])[cH:7][cH:8][c:9]1[O:10][CH3:11]. Reactants: CCOC(C)=O, CCOc1cc(C(CS(C)(=O)=O)N2C(=O)c3cccc([N+](=O)[O-])c3C2=O)ccc1OC, CCOC(C)=O, CCCCCC, CC(C)=O. Product: CCOc1cc(C(CS(C)(=O)=O)N2C(=O)c3cccc(N)c3C2=O)ccc1OC. The reactants are O=C([O-])[O-], CCc1cccc(C)c1CCl, CN(C)C=O, [I-], [K+], [K+], Cc1cn2cc(C(N)=O)cc(N)c2n1, [Na+]. The product is CCc1cccc(C)c1CNc1cc(C(N)=O)cn2cc(C)nc12. As a reaction SMILES: [C:26](=[O:27])([O-:28])[O-:29].[CH2:15]([CH3:16])[c:17]1[c:18]([CH2:19][Cl:20])[c:21]([CH3:25])[cH:22][cH:23][cH:24]1.[CH3:34][N:35]([CH3:36])[CH:37]=[O:38].[I-:33].[K+:30].[K+:31].[NH2:1][c:2]1[c:3]2[n:4]([cH:5][c:6]([C:8](=[O:9])[NH2:10])[cH:7]1)[cH:11][c:12]([CH3:14])[n:13]2.[Na+:32]>>[NH:1]([c:2]1[c:3]2[n:4]([cH:5][c:6]([C:8](=[O:9])[NH2:10])[cH:7]1)[cH:11][c:12]([CH3:14])[n:13]2)[CH2:19][c:18]1[c:17]([CH2:15][CH3:16])[cH:24][cH:23][cH:22][c:21]1[CH3:25]. Starting materials: O=C([O-])[O-], CCOC(C)=O, C[Si](C)(C)CCl, CN(C)C=O, CCCCCCC, O=[N+]([O-])c1c(Cl)cccc1-c1n[nH]cc1Cl, [K+], [K+]. Product: C[Si](C)(C)Cn1cc(Cl)c(-c2cccc(Cl)c2[N+](=O)[O-])n1. Reaction SMILES: [C:1](=[O:2])([O-:3])[O-:4].[C:34]([O:35][CH2:36][CH3:37])(=[O:38])[CH3:39].[CH3:23][Si:24]([CH3:25])([CH3:26])[CH2:27][Cl:28].[CH3:29][N:30]([CH3:31])[CH:32]=[O:33].[CH3:40][CH2:41][CH2:42][CH2:43][CH2:44][CH2:45][CH3:46].[Cl:7][c:8]1[c:9](-[c:13]2[c:14]([N+:20](=[O:21])[O-:22])[c:15]([Cl:19])[cH:16][cH:17][cH:18]2)[n:10][nH:11][cH:12]1.[K+:5].[K+:6]>>[Cl:7][c:8]1[c:9](-[c:13]2[c:14]([N+:20](=[O:21])[O-:22])[c:15]([Cl:19])[cH:16][cH:17][cH:18]2)[n:10][n:11]([CH2:27][Si:24]([CH3:23])([CH3:25])[CH3:26])[cH:12]1. Starting materials: CN(CCN(C)C)C (tetramethylethylenediamine), [Cl-].[NH4+] (ammonium chloride), BrCBr (dibromomethane), FC1=CC=C(C=C1)C1C(CN(CC1)C(=O)OC(C)(C)C)OC(=O)C1=CC2=CC=CC=C2C=C1 (tert-butyl (3RS,4RS)-4-(4-fluoro-phenyl)-3-(naphthalen-2-ylcarbonyloxy)-piperidine-1-carboxylate). The reagents and catalysts are [Ti](Cl)(Cl)(Cl)Cl (titanium tetrachloride), [Zn] (zinc). The solvent is C(Cl)Cl (methylene chloride), O1CCCC1 (tetrahydrofuran), O1CCCC1 (tetrahydrofuran). Reaction conditions: time 10 minute. Product: FC1=CC=C(C=C1)C1C(CN(CC1)C(=O)OC(C)(C)C)OC(=C)C1=CC2=CC=CC=C2C=C1 (tert-butyl (3RS,4RS)-4-(4-fluoro-phenyl)-3-(1-naphthalen-2-yl-vinyloxy)-piperidine-1-carboxylate). The yield is 45.8%. Reaction SMILES: [CH3:1]N(C)CCN(C)C.BrCBr.[F:12][C:13]1[CH:18]=[CH:17][C:16]([CH:19]2[CH2:24][CH2:23][N:22]([C:25]([O:27][C:28]([CH3:31])([CH3:30])[CH3:29])=[O:26])[CH2:21][CH:20]2[O:32][C:33]([C:35]2[CH:44]=[CH:43][C:42]3[C:37](=[CH:38][CH:39]=[CH:40][CH:41]=3)[CH:36]=2)=O)=[CH:15][CH:14]=1.[Cl-].[NH4+]>C(Cl)Cl.O1CCCC1.[Ti](Cl)(Cl)(Cl)Cl.[Zn]>[F:12][C:13]1[CH:14]=[CH:15][C:16]([CH:19]2[CH2:24][CH2:23][N:22]([C:25]([O:27][C:28]([CH3:30])([CH3:31])[CH3:29])=[O:26])[CH2:21][CH:20]2[O:32][C:33]([C:35]2[CH:44]=[CH:43][C:42]3[C:37](=[CH:38][CH:39]=[CH:40][CH:41]=3)[CH:36]=2)=[CH2:1])=[CH:17][CH:18]=1 |f:3.4|. Reported procedure: A solution of 2.7 ml (24.6 mmol) of titanium tetrachloride in 18 ml of methylene chloride was added dropwise at 0° C. under argon and with the exclusion of moisture to 30 ml of tetrahydrofuran, a yellow suspension resulting. After warming to room temperature 15 ml (95 mmol) of tetramethylethylenediamine were added and the reaction mixture was stirred for 10 minutes. After the addition of 3.6 g (55 mmol) of zinc dust the mixture was stirred at room temperature for a further 30 minutes. Thereupon,... Reactants: C(=O)(O)[O-].[Na+] (NaHCO3), Cl.NC(=N)N (guanidine hydrochloride), ClC=1C=CC2=C(NC(CC(C2=O)=CN(C)C)=O)C1 (8-chloro-4-((dimethylamino)methylene)-3,4-dihydro-1H-benzo[b]azepine-2,5-dione). Yields the product NC=1N=CC2=C(C3=C(NC(C2)=O)C=C(C=C3)Cl)N1 (2-Amino-9-chloro-5H,7H-benzo[b]pyrimido[4,5-d]azepin-6-one). As a reaction SMILES: C([O-])(O)=O.[Na+].Cl.[NH2:7][C:8]([NH2:10])=[NH:9].[Cl:11][C:12]1[CH:13]=[CH:14][C:15]2[C:21](=O)[C:20](=[CH:23]N(C)C)[CH2:19][C:18](=[O:27])[NH:17][C:16]=2[CH:28]=1>>[NH2:9][C:8]1[N:10]=[CH:23][C:20]2[CH2:19][C:18](=[O:27])[NH:17][C:16]3[CH:28]=[C:12]([Cl:11])[CH:13]=[CH:14][C:15]=3[C:21]=2[N:7]=1 |f:0.1,2.3|. Reported procedure: In a manner similar to that described for method I (NaHCO3 used instead of K2CO3), guanidine hydrochloride and 8-chloro-4-((dimethylamino)methylene)-3,4-dihydro-1H-benzo[b]azepine-2,5-dione (v-j) were converted to I-23 (72%): HRMS Calcd. for C12H9ClN4O: 261.0543, Found 261.0543. The reactants are NC=1C=NC=CC1N (3,4-diaminopyridine), C(C)(=O)OC(OCC)OCC (diethoxymethyl acetate). Run in C(C)(=O)OCC (ethyl acetate). Yields the product N1=CNC=2C=NC=CC21 (3H-imidazolo[4,5-c]pyridine). RXN SMILES: [NH2:1][C:2]1[CH:3]=[N:4][CH:5]=[CH:6][C:7]=1[NH2:8].[C:9](OC(OCC)OCC)(=O)C>C(OCC)(=O)C>[N:8]1[C:7]2[CH:6]=[CH:5][N:4]=[CH:3][C:2]=2[NH:1][CH:9]=1. Procedure details: 3H-Imidazolo[4,5-c]pyridine was prepared by the method of Stanovik and Tisler, Synthesis, 2, 120 (1974). A mixture of 2.2 g (0.02 mole) of 3,4-diaminopyridine and 5 ml diethoxymethyl acetate was heated at reflux for two hours. The reaction mixture was cooled and diluted by addition of ethyl acetate. The solid precipitate was collected by filtration and sublimed at 170° C. and 50 torr to give 0.84 g of 3H-imidazolo[4,5-c]pyridine; mp 165°-168° C. Reactants: C(C)OC(=O)C(C(C([O-])C1=CC=C(C=C1)C(F)(F)F)C)=O.[Li+] (Lithium 3-ethoxycarbonyl-2-methyl-3-oxo-1-(4-trifluoromethyl-phenyl)-propan-1-olate), Cl.ClC1=C(C=CC(=C1)Cl)NN ((2,4-Dichloro-phenyl)-hydrazine hydrochloride), S(O)(O)(=O)=O (sulfuric acid). Run in C(C)O (ethanol). The product is ClC1=C(C=CC(=C1)Cl)N1N=C(C(=C1C1=CC=C(C=C1)C(F)(F)F)C)C(=O)O (1-(2,4-Dichloro-phenyl)-4-methyl-5-(4-trifluoromethyl-phenyl)-1H-pyrazole-3-carboxylic acid). Reaction SMILES: C([O:3][C:4]([C:6](=O)[CH:7]([CH3:20])[CH:8]([C:10]1[CH:15]=[CH:14][C:13]([C:16]([F:19])([F:18])[F:17])=[CH:12][CH:11]=1)[O-])=[O:5])C.[Li+].Cl.[Cl:24][C:25]1[CH:30]=[C:29]([Cl:31])[CH:28]=[CH:27][C:26]=1[NH:32][NH2:33].S(=O)(=O)(O)O>C(O)C>[Cl:24][C:25]1[CH:30]=[C:29]([Cl:31])[CH:28]=[CH:27][C:26]=1[N:32]1[C:8]([C:10]2[CH:11]=[CH:12][C:13]([C:16]([F:17])([F:18])[F:19])=[CH:14][CH:15]=2)=[C:7]([CH3:20])[C:6]([C:4]([OH:3])=[O:5])=[N:33]1 |f:0.1,2.3|. Procedure details: A solution of 10 g of Lithium 3-ethoxycarbonyl-2-methyl-3-oxo-1-(4-trifluoromethyl-phenyl)-propan-1-olate, 6.9 g of (2,4-Dichloro-phenyl)-hydrazine hydrochloride and 74 ml of sulfuric acid (50%) in 184 ml of ethanol was heated to reflux for 7 h. After cooling to room temperature the organic solvents were removed under reduced pressure and the residue was diluted with 100 ml of water and extracted with ethyl acetate. The combined organic layers were dried over MgSO4 and the solvent was removed un... Reactants: C1CCOC1, C[Si](C)(C)[N-][Si](C)(C)C, COc1ccc(CN(Cc2ccc(OC)cc2)c2nc(C)nc(-c3cc(CN4CCN(S(C)(=O)=O)CC4)cnc3F)n2)cc1, [Li+], CC(=O)Nc1ccc(N)cc1F. Yields the product COc1ccc(CN(Cc2ccc(OC)cc2)c2nc(C)nc(-c3cc(CN4CCN(S(C)(=O)=O)CC4)cnc3Nc3ccc(NC(C)=O)c(F)c3)n2)cc1. RXN SMILES: [CH2:67]1[O:68][CH2:69][CH2:70][CH2:71]1.[CH3:13][Si:14]([N-:15][Si:16]([CH3:17])([CH3:18])[CH3:19])([CH3:20])[CH3:21].[F:23][c:24]1[n:25][cH:26][c:27]([CH2:56][N:57]2[CH2:58][CH2:59][N:60]([S:63](=[O:64])(=[O:65])[CH3:66])[CH2:61][CH2:62]2)[cH:28][c:29]1-[c:30]1[n:31][c:32]([N:37]([CH2:38][c:39]2[cH:40][cH:41][c:42]([O:45][CH3:46])[cH:43][cH:44]2)[CH2:47][c:48]2[cH:49][cH:50][c:51]([O:54][CH3:55])[cH:52][cH:53]2)[n:33][c:34]([CH3:36])[n:35]1.[Li+:22].[NH2:1][c:2]1[cH:3][c:4]([F:12])[c:5]([NH:8][C:9]([CH3:10])=[O:11])[cH:6][cH:7]1>>[NH:1]([c:2]1[cH:3][c:4]([F:12])[c:5]([NH:8][C:9]([CH3:10])=[O:11])[cH:6][cH:7]1)[c:24]1[n:25][cH:26][c:27]([CH2:56][N:57]2[CH2:58][CH2:59][N:60]([S:63](=[O:64])(=[O:65])[CH3:66])[CH2:61][CH2:62]2)[cH:28][c:29]1-[c:30]1[n:31][c:32]([N:37]([CH2:38][c:39]2[cH:40][cH:41][c:42]([O:45][CH3:46])[cH:43][cH:44]2)[CH2:47][c:48]2[cH:49][cH:50][c:51]([O:54][CH3:55])[cH:52][cH:53]2)[n:33][c:34]([CH3:36])[n:35]1. The reactants are Fc1ccc(Br)c(OC2CCN(c3ncc(Br)cn3)CC2)c1, O=C([O-])[O-], C#CC(C)(C)O, [Cu]I, [K+], [K+], c1ccc(P(c2ccccc2)(c2ccccc2)[Pd](P(c2ccccc2)(c2ccccc2)c2ccccc2)(P(c2ccccc2)(c2ccccc2)c2ccccc2)P(c2ccccc2)(c2ccccc2)c2ccccc2)cc1. Product: CC(C)(O)C#Cc1cnc(N2CCC(Oc3cc(F)ccc3Br)CC2)nc1. As a reaction SMILES: [Br:1][c:2]1[cH:3][n:4][c:5]([N:8]2[CH2:9][CH2:10][CH:11]([O:14][c:15]3[c:16]([Br:22])[cH:17][cH:18][c:19]([F:21])[cH:20]3)[CH2:12][CH2:13]2)[n:6][cH:7]1.[C:23](=[O:24])([O-:25])[O-:26].[CH3:29][C:30]([CH3:31])([C:32]#[CH:33])[OH:34].[Cu:35][I:36].[K+:27].[K+:28].[cH:37]1[cH:38][cH:39][c:40]([P:41]([Pd:42]([P:43]([c:44]2[cH:45][cH:46][cH:47][cH:48][cH:49]2)([c:50]2[cH:51][cH:52][cH:53][cH:54][cH:55]2)[c:56]2[cH:57][cH:58][cH:59][cH:60][cH:61]2)([P:62]([c:63]2[cH:64][cH:65][cH:66][cH:67][cH:68]2)([c:69]2[cH:70][cH:71][cH:72][cH:73][cH:74]2)[c:75]2[cH:76][cH:77][cH:78][cH:79][cH:80]2)[P:81]([c:82]2[cH:83][cH:84][cH:85][cH:86][cH:87]2)([c:88]2[cH:89][cH:90][cH:91][cH:92][cH:93]2)[c:94]2[cH:95][cH:96][cH:97][cH:98][cH:99]2)([c:100]2[cH:101][cH:102][cH:103][cH:104][cH:105]2)[c:106]2[cH:107][cH:108][cH:109][cH:110][cH:111]2)[cH:112][cH:113]1>>[c:2]1([C:33]#[C:32][C:30]([CH3:29])([CH3:31])[OH:34])[cH:3][n:4][c:5]([N:8]2[CH2:9][CH2:10][CH:11]([O:14][c:15]3[c:16]([Br:22])[cH:17][cH:18][c:19]([F:21])[cH:20]3)[CH2:12][CH2:13]2)[n:6][cH:7]1.